This data is from the Open Reaction Database (ORD), a public repository of structured organic reaction records. The task is: describe an organic reaction: reactants, conditions, products, and yield The reactants are C(C1=CC=CC=C1)N1C(=NC(=C1Cl)CC#N)C1=CC=CC=C1 (1-benzyl-5-chloro-2-phenyl-4-cyanomethylimidazole), O.C1(=CC=C(C=C1)S(=O)(=O)O)C (p-toluenesulfonic acid monohydrate), C(C)O (ethanol). Yields the product Cl.C(C1=CC=CC=C1)N1C(=NC(=C1Cl)CC(=O)OCC)C1=CC=CC=C1 (ethyl 1-benzyl-5-chloro-2-phenylimidazole-4-acetate hydrochloride). As a reaction SMILES: [CH2:1]([N:8]1[C:12]([Cl:13])=[C:11]([CH2:14][C:15]#N)[N:10]=[C:9]1[C:17]1[CH:22]=[CH:21][CH:20]=[CH:19][CH:18]=1)[C:2]1[CH:7]=[CH:6][CH:5]=[CH:4][CH:3]=1.O.C1(C)C=CC(S(O)(=O)=[O:31])=CC=1.[CH2:35]([OH:37])[CH3:36]>>[ClH:13].[CH2:1]([N:8]1[C:12]([Cl:13])=[C:11]([CH2:14][C:15]([O:37][CH2:35][CH3:36])=[O:31])[N:10]=[C:9]1[C:17]1[CH:18]=[CH:19][CH:20]=[CH:21][CH:22]=1)[C:2]1[CH:7]=[CH:6][CH:5]=[CH:4][CH:3]=1 |f:1.2,4.5|. Procedure details: 3.1 g of 1-benzyl-5-chloro-2-phenyl-4-cyanomethylimidazole, together with 2.1 g of p-toluenesulfonic acid monohydrate, was boiled in 100 ml of ethanol for 10 hours. The reaction solution was evaporated to dryness under reduced pressure, and the residue was dissolved in 50 ml of chloroform, followed by washing with 50 ml each of a 5% aqueous sodium bicarbonate solution and water to evaporate the chloroform layer to dryness under reduced pressure. The residue was chromatographed on a column of 60 ... Reactants: C1(=CC=CC=C1)C1=NNC(=C1)CC[C@H](CO)O ((R)-4-(3-phenyl-1H-pyrazol-5-yl)butane-1,2-diol), COC(C)(C)OC (2,2-dimethoxypropane), CC=1C=CC(=CC1)S(=O)(=O)O (PTSA). Run in CC(=O)C (acetone). Reaction conditions: time 3 hour. Yields the product CC1(OC[C@H](O1)CCC1=CC(=NN1)C1=CC=CC=C1)C ((R)-5-(2-(2,2-dimethyl-1,3-dioxolan-4-yl)ethyl)-3-phenyl-1H-pyrazole). Reaction SMILES: [C:1]1([C:7]2[CH:11]=[C:10]([CH2:12][CH2:13][C@@H:14]([OH:17])[CH2:15][OH:16])[NH:9][N:8]=2)[CH:6]=[CH:5][CH:4]=[CH:3][CH:2]=1.CO[C:20](OC)([CH3:22])[CH3:21].CC1C=CC(S(O)(=O)=O)=CC=1>CC(C)=O>[CH3:21][C:20]1([CH3:22])[O:17][C@H:14]([CH2:13][CH2:12][C:10]2[NH:9][N:8]=[C:7]([C:1]3[CH:2]=[CH:3][CH:4]=[CH:5][CH:6]=3)[CH:11]=2)[CH2:15][O:16]1. Reported procedure: To a solution of (R)-4-(3-phenyl-1H-pyrazol-5-yl)butane-1,2-diol (2.5 g, 10.76 mmol) in acetone (50 mL), were added 2,2-dimethoxypropane (11.21 g, 108 mmol) and PTSA (0.185 g, 1.076 mmol) at room temperature. After stirring for 3 h, the reaction was concentrated under reduced pressure. The resulting residue was poured into water and extracted with ethyl acetate. The extract was dried over MgSO4 and concentrated under reduced pressure to give the title compound without further purification. LCMS ... Starting materials: COC1=CC(=C(C=C1C(NCCCN1C(CCC1)=O)=O)NC(=O)C=1N=C(OC1)C1CC1)N1CCN(CC1)C1=C(C=CC=C1)C (2-cyclopropyl-oxazole-4-carboxylic acid [4-methoxy-5-[3-(2-oxo-pyrrolidin-1-yl)-propylcarbamoyl]-2-(4-o-tolyl-piperazin-1-yl)-phenyl]-amide), [Br-].[Mg+2].[Br-] (magnesium bromide). Solvent: N1=CC=CC=C1 (pyridine). Reaction conditions: temperature 130 celsius, time 16 hour. The product is OC1=CC(=C(C=C1C(NCCCN1C(CCC1)=O)=O)NC(=O)C=1N=C(OC1)C1CC1)N1CCN(CC1)C1=C(C=CC=C1)C (2-cyclopropyl-oxazole-4-carboxylic acid [4-hydroxy-5-[3-(2-oxo-pyrrolidin-1-yl)-propylcarbamoyl]-2-(4-o-tolyl-piperazin-1-yl)-phenyl]-amide). Reaction SMILES: C[O:2][C:3]1[C:8]([C:9](=[O:20])[NH:10][CH2:11][CH2:12][CH2:13][N:14]2[CH2:18][CH2:17][CH2:16][C:15]2=[O:19])=[CH:7][C:6]([NH:21][C:22]([C:24]2[N:25]=[C:26]([CH:29]3[CH2:31][CH2:30]3)[O:27][CH:28]=2)=[O:23])=[C:5]([N:32]2[CH2:37][CH2:36][N:35]([C:38]3[CH:43]=[CH:42][CH:41]=[CH:40][C:39]=3[CH3:44])[CH2:34][CH2:33]2)[CH:4]=1.[Br-].[Mg+2].[Br-]>N1C=CC=CC=1>[OH:2][C:3]1[C:8]([C:9](=[O:20])[NH:10][CH2:11][CH2:12][CH2:13][N:14]2[CH2:18][CH2:17][CH2:16][C:15]2=[O:19])=[CH:7][C:6]([NH:21][C:22]([C:24]2[N:25]=[C:26]([CH:29]3[CH2:30][CH2:31]3)[O:27][CH:28]=2)=[O:23])=[C:5]([N:32]2[CH2:33][CH2:34][N:35]([C:38]3[CH:43]=[CH:42][CH:41]=[CH:40][C:39]=3[CH3:44])[CH2:36][CH2:37]2)[CH:4]=1 |f:1.2.3|. Reported procedure: To a solution of 2-cyclopropyl-oxazole-4-carboxylic acid [4-methoxy-5-[3-(2-oxo-pyrrolidin-1-yl)-propylcarbamoyl]-2-(4-o-tolyl-piperazin-1-yl)-phenyl]-amide 2c (40.0 mg, 0.067 mmol) in pyridine (5.0 mL) was added magnesium bromide (49.0 mg, 0.268 mmol). The reaction was stirred at 130° C. for 16 h. Cooled, concentrated and the crude 2d was dissolved in methanol/water mixture and purified on preparative HPLC using methanol/water as eluent. Starting materials: O=Cc1cc(F)ccc1Br, O=c1cc(N2CCNCC2)nc[nH]1. The product is O=c1cc(N2CCN(Cc3cc(F)ccc3Br)CC2)nc[nH]1. RXN SMILES: [Br:14][c:15]1[c:16]([CH:17]=[O:18])[cH:19][c:20]([F:23])[cH:21][cH:22]1.[N:1]1([c:7]2[cH:8][c:9](=[O:13])[nH:10][cH:11][n:12]2)[CH2:2][CH2:3][NH:4][CH2:5][CH2:6]1>>[N:1]1([c:7]2[cH:8][c:9](=[O:13])[nH:10][cH:11][n:12]2)[CH2:2][CH2:3][N:4]([CH2:17][c:16]2[c:15]([Br:14])[cH:22][cH:21][c:20]([F:23])[cH:19]2)[CH2:5][CH2:6]1. The reactants are ClCCl, Oc1nc(-c2cc(Cl)ccc2F)nc2c1COC2, [Na+], O=C([O-])O, O=P(Cl)(Cl)Cl. The product is Fc1ccc(Cl)cc1-c1nc(Cl)c2c(n1)COC2. Reaction SMILES: [CH2:29]([Cl:30])[Cl:31].[Cl:1][c:2]1[cH:3][cH:4][c:5]([F:18])[c:6](-[c:8]2[n:9][c:10]([OH:17])[c:11]3[c:12]([n:13]2)[CH2:14][O:15][CH2:16]3)[cH:7]1.[Na+:23].[O-:19][C:20]([OH:21])=[O:22].[P:24]([Cl:25])([Cl:26])([Cl:27])=[O:28]>>[Cl:1][c:2]1[cH:3][cH:4][c:5]([F:18])[c:6](-[c:8]2[n:9][c:10]([Cl:26])[c:11]3[c:12]([n:13]2)[CH2:14][O:15][CH2:16]3)[cH:7]1. Reactants: COCCOC, Nc1nc(OS(=O)(=O)C(F)(F)F)c([N+](=O)[O-])c(-c2ccco2)n1, NCCCc1ccccc1. The product is Nc1nc(NCCCc2ccccc2)c([N+](=O)[O-])c(-c2ccco2)n1. As a reaction SMILES: [CH3:34][O:35][CH2:36][CH2:37][O:38][CH3:39].[NH2:1][c:2]1[n:3][c:4](-[c:19]2[o:20][cH:21][cH:22][cH:23]2)[c:5]([N+:16](=[O:17])[O-:18])[c:6]([O:8][S:9]([C:10]([F:11])([F:12])[F:13])(=[O:14])=[O:15])[n:7]1.[c:24]1([CH2:30][CH2:31][CH2:32][NH2:33])[cH:25][cH:26][cH:27][cH:28][cH:29]1>>[NH2:1][c:2]1[n:3][c:4](-[c:19]2[o:20][cH:21][cH:22][cH:23]2)[c:5]([N+:16](=[O:17])[O-:18])[c:6]([NH:33][CH2:32][CH2:31][CH2:30][c:24]2[cH:25][cH:26][cH:27][cH:28][cH:29]2)[n:7]1.